From a dataset of the Open Reaction Database (ORD), a public repository of structured organic reaction records. describe an organic reaction: reactants, conditions, products, and yield Starting materials: C(C1=C(C=CC=C1)SSC1=C(C(=O)Cl)C=CC=C1)(=O)Cl (2,2'-dithiobisbenzoyl chloride), BrC=1C=C(N)C=CC1 (3-bromoaniline). Solvent: N1=CC=CC=C1 (pyridine), ClCCl (dichloromethane). Product: BrC=1C=C(C=CC1)NC(C1=C(C=CC=C1)SSC1=C(C(=O)NC2=CC(=CC=C2)Br)C=CC=C1)=O (2,2'-Dithiobis[N-(3-bromophenyl)benzamide]). Isolated yield 55.8%. RXN SMILES: [C:1](Cl)(=[O:19])[C:2]1[CH:7]=[CH:6][CH:5]=[CH:4][C:3]=1[S:8][S:9][C:10]1[CH:18]=[CH:17][CH:16]=[CH:15][C:11]=1[C:12](Cl)=[O:13].[Br:21][C:22]1[CH:23]=[C:24]([CH:26]=[CH:27][CH:28]=1)[NH2:25]>ClCCl.N1C=CC=CC=1>[Br:21][C:22]1[CH:23]=[C:24]([NH:25][C:1](=[O:19])[C:2]2[CH:7]=[CH:6][CH:5]=[CH:4][C:3]=2[S:8][S:9][C:10]2[CH:18]=[CH:17][CH:16]=[CH:15][C:11]=2[C:12]([NH:25][C:24]2[CH:26]=[CH:27][CH:28]=[C:22]([Br:21])[CH:23]=2)=[O:13])[CH:26]=[CH:27][CH:28]=1. Procedure: This compound was prepared according to the general method of Example 77 using 2,2'-dithiobisbenzoyl chloride (2.00 g, 5.83 mmol) in 50 mL of dichloromethane and 3-bromoaniline (1.98 g, 11.6 mmol) in 16 mL of pyridine. The crude product was recrystallized from ethyl acetate-hexanes to yield 1.99 g of the title compound, mp 194°-196° C. Starting materials: Cl (hydrochloric acid), [OH-].[Na+] (sodium hydroxide), CC1=C(N)C=C(C=C1)C (2,5-dimethylaniline), CS(=O)C (DMSO), ice water. The reagents and catalysts are [Cu](Cl)Cl (copper(II) chloride). Conditions: temperature 90 celsius. The product is NC1=CC(=C(C=O)C=C1C)C (4-Amino-2,5-dimethylbenzaldehyde). The yield is 22.8%. RXN SMILES: [CH3:1][C:2]1[CH:8]=[CH:7][C:6]([CH3:9])=[CH:5][C:3]=1[NH2:4].Cl.[OH-:11].[Na+].[CH3:13]S(C)=O>[Cu](Cl)Cl>[NH2:4][C:3]1[C:2]([CH3:1])=[CH:8][C:7]([CH:13]=[O:11])=[C:6]([CH3:9])[CH:5]=1 |f:2.3|. Reported procedure: 6.06 g (50.0 mmol) of 2,5-dimethylaniline are initially charged in 1000 ml of DMSO, 13.55 g (100.0 mmol) of copper(II) chloride are added and concentrated hydrochloric acid is then added slowly. The reaction mixture is heated at 90° C. for 3 h and then added to ice-water. After addition of aqueous sodium hydroxide solution, the mixture is filtered and extracted repeatedly with ethyl acetate, and the combined organic phases are dried over Na2SO4 and freed from solvent under reduced pressure. The ... Starting materials: Cc1cc(OC2CCNCC2)cc(=O)n1-c1ccc(S(C)(=O)=O)cc1, CS(=O)(=O)c1ccc(-n2ccc(OC3CCNCC3)cc2=O)c(Cl)c1, CCCc1cnc(Cl)nc1, Clc1ncc(C2CC2)cn1, Cl, Cl. The product is CCCc1cnc(N2CCC(Oc3ccn(-c4ccc(S(C)(=O)=O)cc4Cl)c(=O)c3)CC2)nc1. As a reaction SMILES: [CH3:28][c:29]1[n:30](-[c:31]2[cH:32][cH:33][c:34]([S:35]([CH3:36])(=[O:37])=[O:38])[cH:39][cH:40]2)[c:41](=[O:42])[cH:43][c:44]([O:45][CH:46]2[CH2:47][CH2:48][NH:49][CH2:50][CH2:51]2)[cH:52]1.[Cl:2][c:3]1[c:4](-[n:13]2[c:14](=[O:26])[cH:15][c:16]([O:19][CH:20]3[CH2:21][CH2:22][NH:23][CH2:24][CH2:25]3)[cH:17][cH:18]2)[cH:5][cH:6][c:7]([S:9](=[O:10])(=[O:11])[CH3:12])[cH:8]1.[Cl:53][c:54]1[n:55][cH:56][c:57]([CH2:60][CH2:61][CH3:62])[cH:58][n:59]1.[Cl:63][c:64]1[n:65][cH:66][c:67]([CH:68]2[CH2:69][CH2:70]2)[cH:71][n:72]1.[ClH:1].[ClH:27]>>[Cl:2][c:3]1[c:4](-[n:13]2[c:14](=[O:26])[cH:15][c:16]([O:19][CH:20]3[CH2:21][CH2:22][N:23]([c:54]4[n:55][cH:56][c:57]([CH2:60][CH2:61][CH3:62])[cH:58][n:59]4)[CH2:24][CH2:25]3)[cH:17][cH:18]2)[cH:5][cH:6][c:7]([S:9](=[O:10])(=[O:11])[CH3:12])[cH:8]1. The reactants are NCC1CN(CC(O1)C)CC1=C(C=CC=C1)Cl (2-aminomethyl-4-(2-chlorobenzyl)-6-methylmorpholine), NC1=CC(=C(C(=O)O)C=C1Cl)OCC (4-amino-5-chloro-2-ethoxybenzoic acid), Cl.C(C)N=C=NCCCN(C)C (1-ethyl-3-(3-dimethylaminopropyl)carbodiimide hydrochloride). The solvent is ClCCl (dichloromethane). Conditions: temperature 25 celsius, time 4 hour. Product: NC1=CC(=C(C(=O)NCC2CN(CC(O2)C)CC2=C(C=CC=C2)Cl)C=C1Cl)OCC (4-amino-5-chloro-N-[[4-(2-chlorobenzyl)-6-methyl-2-morpholinyl]methyl]-2-ethoxybenzamide). The yield is 66.6%. Reaction SMILES: [NH2:1][CH2:2][CH:3]1[O:8][CH:7]([CH3:9])[CH2:6][N:5]([CH2:10][C:11]2[CH:16]=[CH:15][CH:14]=[CH:13][C:12]=2[Cl:17])[CH2:4]1.[NH2:18][C:19]1[C:27]([Cl:28])=[CH:26][C:22]([C:23](O)=[O:24])=[C:21]([O:29][CH2:30][CH3:31])[CH:20]=1.Cl.C(N=C=NCCCN(C)C)C>ClCCl>[NH2:18][C:19]1[C:27]([Cl:28])=[CH:26][C:22]([C:23]([NH:1][CH2:2][CH:3]2[O:8][CH:7]([CH3:9])[CH2:6][N:5]([CH2:10][C:11]3[CH:16]=[CH:15][CH:14]=[CH:13][C:12]=3[Cl:17])[CH2:4]2)=[O:24])=[C:21]([O:29][CH2:30][CH3:31])[CH:20]=1 |f:2.3|. Procedure details: To a solution of 2-aminomethyl-4-(2-chlorobenzyl)-6-methylmorpholine (2.2 g) in dichloromethane (50 ml), 4-amino-5-chloro-2-ethoxybenzoic acid (1.9 g) and 1-ethyl-3-(3-dimethylaminopropyl)carbodiimide hydrochloride (1.7 g) are added. The reaction mixture is stirred at 25° C. for 4 hours, washed successively with water, aqueous sodium hydroxide solution and saturated aqueous sodium chloride solution, and dried over magnesium sulfate. The solvent is distilled off under reduced pressure, and the re... Starting materials: C(CCl)Cl (EDC), ClC=1C=CC(=C(CNC([C@H]2NCCC2)=O)C1)CN1CC(C1)O (N-{5-chloro-2-[(3-hydroxyazetidin-1-yl)methyl]benzyl}-L-prolinamide), OC1(C2=CC=CC=C2C=2C=CC=CC12)C(=O)O (9-hydroxy-9-H-fluoren-9-ylcarboxylic acid), C1=CC2=C(N=C1)N(N=N2)O (HOAT). Solvent: CN(C)C=O (DMF). Yields the product OC1(C2=CC=CC=C2C=2C=CC=CC12)C(=O)N1[C@H](C(=O)NCC2=C(C=CC(=C2)Cl)CN2CC(C2)O)CCC1 (1-((9-Hydroxy-9-H-fluoren-9-yl)carbonyl)-N-(5-chloro-2-((3-hydroxyazetidin-1-yl)methyl)benzyl)-L-prolinamide). RXN SMILES: C(Cl)CCl.[Cl:5][C:6]1[CH:7]=[CH:8][C:9]([CH2:21][N:22]2[CH2:25][CH:24]([OH:26])[CH2:23]2)=[C:10]([CH:20]=1)[CH2:11][NH:12][C:13](=[O:19])[C@@H:14]1[CH2:18][CH2:17][CH2:16][NH:15]1.[OH:27][C:28]1([C:41](O)=[O:42])[C:40]2[CH:39]=[CH:38][CH:37]=[CH:36][C:35]=2[C:34]2[C:29]1=[CH:30][CH:31]=[CH:32][CH:33]=2.C1C=NC2N(O)N=NC=2C=1>CN(C=O)C>[OH:27][C:28]1([C:41]([N:15]2[CH2:16][CH2:17][CH2:18][C@H:14]2[C:13]([NH:12][CH2:11][C:10]2[CH:20]=[C:6]([Cl:5])[CH:7]=[CH:8][C:9]=2[CH2:21][N:22]2[CH2:25][CH:24]([OH:26])[CH2:23]2)=[O:19])=[O:42])[C:29]2[CH:30]=[CH:31][CH:32]=[CH:33][C:34]=2[C:35]2[C:40]1=[CH:39][CH:38]=[CH:37][CH:36]=2. Procedure details: EDC (49.5, 0.26 mmol) was added to a stirred mixture of N-{5-chloro-2-[(3-hydroxyazetidin-1-yl)methyl]benzyl}-L-prolinamide (55.8 mg, 0.17 mmol), 9-hydroxy-9-H-fluoren-9-ylcarboxylic acid (40.9 mg, 0.18 mmol) and HOAT (11.7 mg, 0.086 mmol) in DMF (1.25 mL). After 16 h the mixture was concentrated and the residue was partitioned between EtOAc and 10% NaHCO3. The organic layer was washed with water and brine, dried (Na2SO4) and evaporated. The residue was purified by chromatography on silica (ammo... The product is OC1=CC=C(C=C1)CN1C(=NC=2C1=NC=CC2C)CCC (3-(4-hydroxyphenyl)methyl-7-methyl-2-propyl-3H-imidazo[4,5-b]pyridine). The reactants are C(C1=CC=CC=C1)OC1=CC=C(C=C1)CN1C(=NC=2C1=NC=CC2C)CCC (3-(4-benzyloxyphenyl)methyl-7-methyl-2-propyl-3H-imidazo[4,5-b]pyridine). The reagents and catalysts are [Pd] (Pd/C). Run in CO (MeOH). Reaction SMILES: C([O:8][C:9]1[CH:14]=[CH:13][C:12]([CH2:15][N:16]2[C:20]3=[N:21][CH:22]=[CH:23][C:24]([CH3:25])=[C:19]3[N:18]=[C:17]2[CH2:26][CH2:27][CH3:28])=[CH:11][CH:10]=1)C1C=CC=CC=1>CO.[Pd]>[OH:8][C:9]1[CH:14]=[CH:13][C:12]([CH2:15][N:16]2[C:20]3=[N:21][CH:22]=[CH:23][C:24]([CH3:25])=[C:19]3[N:18]=[C:17]2[CH2:26][CH2:27][CH3:28])=[CH:11][CH:10]=1. Isolated yield 81.6%. Procedure: To a solution of the product of Step C (0.60 g, 1.62 mmol) in 10 mL of MeOH was added 60 mg of a 10% Pd/C catalyst and was stirred under a H2 atmosphere (1 atm) for 7 hours. The reaction mixture was then filtered through magnesium sulfate and the filtrate was concentrated in vacuo to yield 0.372 g (82%) of the title compound. Reaction conditions: time 7 hour. Starting materials: C(C)OC(CC1=CC(=CC=C1)CN(CC1=CC=C(C=C1)C)S(=O)(=O)C)=O ((3-{[methanesulfonyl-(4-methyl-benzyl)-amino]-methyl}-phenyl)-acetic acid ethyl ester), [OH-].[Na+] (NaOH). Conditions: time 1 hour. Procedure: To a solution of (3-{[methanesulfonyl-(4-methyl-benzyl)-amino]-methyl}-phenyl)-acetic acid ethyl ester (101.4 mg, 0.27 mmol) in MeOH (3 mL) was added aqueous NaOH (2N, 0.4 mL). The reaction was stirred at room temperature for 1 h and was diluted with a 1:1 mixture of 1N HCl and water. The product was extracted into CH2Cl2 (3×) and the organic solution was dried over MgSO4, filtered, and concentrated to provide the title compound (87 mg). 1H NMR (400 MHz, CDCl3) δ 7.13-7.34 (m, 8H), 4.28 (d, 4H),... Solvent: Cl (HCl), O (water), CO (MeOH). Isolated yield 92.7%. As a reaction SMILES: C([O:3][C:4](=[O:26])[CH2:5][C:6]1[CH:11]=[CH:10][CH:9]=[C:8]([CH2:12][N:13]([S:22]([CH3:25])(=[O:24])=[O:23])[CH2:14][C:15]2[CH:20]=[CH:19][C:18]([CH3:21])=[CH:17][CH:16]=2)[CH:7]=1)C.[OH-].[Na+]>CO.Cl.O>[CH3:25][S:22]([N:13]([CH2:12][C:8]1[CH:7]=[C:6]([CH2:5][C:4]([OH:26])=[O:3])[CH:11]=[CH:10][CH:9]=1)[CH2:14][C:15]1[CH:16]=[CH:17][C:18]([CH3:21])=[CH:19][CH:20]=1)(=[O:24])=[O:23] |f:1.2|. Product: CS(=O)(=O)N(CC1=CC=C(C=C1)C)CC=1C=C(C=CC1)CC(=O)O ((3-{[Methanesulfonyl-(4-methyl-benzyl)-amino]-methyl}-phenyl)-acetic acid).